This data is from the Open Reaction Database (ORD), a public repository of structured organic reaction records. The task is: describe an organic reaction: reactants, conditions, products, and yield The reactants are ClC1=NC2=C(C=3C=CC=CC13)N=NC(=C2)C2=CC=CC=C2 (6-chloro-3-phenyl-pyridazino[4,3-c]isoquinoline), [O-2].[Mg+2] (magnesium oxide). The reagents and catalysts are [Pd] (palladium on carbon). Solvent: COCCO (2-methoxyethanol). The product is C1(=CC=CC=C1)C1=CC=2NCC=3C=CC=CC3C2N=N1 (5,6-dihydro-3-phenyl-pyridazino[4,3-c]isoquinoline). Isolated yield 134.5%. Reaction SMILES: Cl[C:2]1[C:11]2[CH:10]=[CH:9][CH:8]=[CH:7][C:6]=2[C:5]2[N:12]=[N:13][C:14]([C:16]3[CH:21]=[CH:20][CH:19]=[CH:18][CH:17]=3)=[CH:15][C:4]=2[N:3]=1.[O-2].[Mg+2]>COCCO.[Pd]>[C:16]1([C:14]2[N:13]=[N:12][C:5]3[C:6]4[CH:7]=[CH:8][CH:9]=[CH:10][C:11]=4[CH2:2][NH:3][C:4]=3[CH:15]=2)[CH:17]=[CH:18][CH:19]=[CH:20][CH:21]=1 |f:1.2|. Procedure details: A solution of 12.5 g (0.043 mol) of 6-chloro-3-phenyl-pyridazino[4,3-c]isoquinoline (Example 1) in 1.5 L of 2-methoxyethanol is hydrogenated at room temperature and atmospheric pressure in the presence of 2.5 g of 10% palladium on carbon and 1.8 g (0.044 mol) of magnesium oxide. About 1700 ml of hydrogen are absorbed. The mixture is filtered, the solvent evaporated under reduced pressure and the residue recrystallized from isopropanol to give 15 g (74%) of 5,6-dihydro-3-phenyl-pyridazino[4,3-c]i... The reactants are CCCN(Cc1ccc(OCc2nc(-c3ccccc3)oc2C)cc1)c1nc(-c2ccccc2)c(CCC(=O)OC)s1, CO, Cl, [Li+], C1CCOC1, [OH-], O, O. Product: CCCN(Cc1ccc(OCc2nc(-c3ccccc3)oc2C)cc1)c1nc(-c2ccccc2)c(CCC(=O)O)s1, Cl. Reaction SMILES: [CH3:1][c:2]1[c:3]([CH2:13][O:14][c:15]2[cH:16][cH:17][c:18]([CH2:19][N:20]([CH2:21][CH2:22][CH3:23])[c:24]3[s:25][c:26]([CH2:35][CH2:36][C:37](=[O:38])[O:39][CH3:40])[c:27](-[c:29]4[cH:30][cH:31][cH:32][cH:33][cH:34]4)[n:28]3)[cH:41][cH:42]2)[n:4][c:5](-[c:7]2[cH:8][cH:9][cH:10][cH:11][cH:12]2)[o:6]1.[CH3:52][OH:53].[ClH:51].[Li+:45].[O:46]1[CH2:47][CH2:48][CH2:49][CH2:50]1.[OH-:44].[OH2:43].[OH2:54]>>[CH3:1][c:2]1[c:3]([CH2:13][O:14][c:15]2[cH:16][cH:17][c:18]([CH2:19][N:20]([CH2:21][CH2:22][CH3:23])[c:24]3[s:25][c:26]([CH2:35][CH2:36][C:37](=[O:38])[OH:39])[c:27](-[c:29]4[cH:30][cH:31][cH:32][cH:33][cH:34]4)[n:28]3)[cH:41][cH:42]2)[n:4][c:5](-[c:7]2[cH:8][cH:9][cH:10][cH:11][cH:12]2)[o:6]1.[ClH:51]. Reactants: [BH4-].[Na+] (sodium borohydride), ClC=1C=C(C=C(C1)Cl)NC1=NNC(=N1)N (N3-(3,5-dichlorophenyl)-1H-1,2,4-triazole-3,5-diamine), ClC1=C(C#N)C(=CC(=C1)N=C=S)Cl (2,6-dichloro-4-isothiocyanatobenzonitrile), FC(C=1C=C(C=O)C=CC1)(F)F (3-(trifluoromethyl)benzaldehyde). Solvent: CO (methanol), O (water). Run at time 8 hour. Product: ClC=1C=C(C=C(C1)Cl)NC1=NNC(=N1)NCC1=CC(=CC=C1)C(F)(F)F (N*3*-(3,5-Dichloro-phenyl)-N*5*-(3-trifluoromethyl-benzyl)-1H-[1,2,4]triazole-3,5-diamine). Yield: 46.0%. Reaction SMILES: [Cl:1][C:2]1[CH:3]=[C:4]([NH:9][C:10]2[N:14]=[C:13]([NH2:15])[NH:12][N:11]=2)[CH:5]=[C:6]([Cl:8])[CH:7]=1.ClC1C=C(N=C=S)C=C(Cl)C=1C#N.[F:29][C:30]([F:40])([F:39])[C:31]1[CH:32]=[C:33]([CH:36]=[CH:37][CH:38]=1)[CH:34]=O.[BH4-].[Na+]>CO.O>[Cl:1][C:2]1[CH:3]=[C:4]([NH:9][C:10]2[N:14]=[C:13]([NH:15][CH2:34][C:33]3[CH:36]=[CH:37][CH:38]=[C:31]([C:30]([F:29])([F:39])[F:40])[CH:32]=3)[NH:12][N:11]=2)[CH:5]=[C:6]([Cl:8])[CH:7]=1 |f:3.4|. Procedure: To a stirred solution of N3-(3,5-dichlorophenyl)-1H-1,2,4-triazole-3,5-diamine Intermediate 2 (80 mg, 0.33 mmol) in 5 mL methanol, was added 3-(trifluoromethyl)benzaldehyde (114 mg, 0.66 mmol). The reaction mixture was stirred overnight, after which, sodium borohydride (24.8 mg, 0.656 mmol) was added and the mixture was for stirred for 10 min. The reaction was diluted the water (20 mL) and extracted with EtOAc (3×10 mL). The organic layers were combined and dried with sodium sulfate. The solvent... The reactants are [Al+3], CCOC(C)=O, CCOCC, [H-], [H-], [H-], [H-], [Li+], CCOC(=O)CCc1cccc2ccccc12. Product: OCCCc1cccc2ccccc12. As a reaction SMILES: [Al+3:2].[CH3:24][CH2:25][O:26][C:27](=[O:28])[CH3:29].[CH3:30][CH2:31][O:32][CH2:33][CH3:34].[H-:1].[H-:4].[H-:5].[H-:6].[Li+:3].[c:7]1([CH2:17][CH2:18][C:19](=[O:20])[O:21][CH2:22][CH3:23])[cH:8][cH:9][cH:10][c:11]2[cH:12][cH:13][cH:14][cH:15][c:16]12>>[c:7]1([CH2:17][CH2:18][CH2:19][OH:20])[cH:8][cH:9][cH:10][c:11]2[cH:12][cH:13][cH:14][cH:15][c:16]12. Product: N([C@@H](CCCN)C(=O)O)C(=O)OC(C)(C)C (Boc-Orn-OH). Reaction SMILES: [NH:1]([C:20]([O:22][C:23]([CH3:26])([CH3:25])[CH3:24])=[O:21])[C@H:2]([C:17]([OH:19])=[O:18])[CH2:3][CH2:4][CH2:5][NH:6]C(OCC1C=CC=CC=1)=O>CO.[H][H]>[NH:1]([C:20]([O:22][C:23]([CH3:26])([CH3:25])[CH3:24])=[O:21])[C@H:2]([C:17]([OH:19])=[O:18])[CH2:3][CH2:4][CH2:5][NH2:6]. Reagents/catalysts: [H][H] (hydrogen). Procedure: Boc-Orn-OH (0.51 g) [obtained by catalytically reducing Boc-Orn(Z)-OH in methanol in a stream of hydrogen using 10% Pd-carbon as a catalyst] was dissolved in DMF, and the solution was cooled with ice. TEA (0.61 ml) and PhCOONB [prepared from PhCOOH (0.30 g), HONB (0.47 g) and DCC (0.54 g)] were added thereto, followed by stirring overnight. The reaction solution was concentrated, and the residue was dissolved in AcOEt. The resulting solution was washed with 10% aqueous citric acid. After washing... Run in CO (methanol). Reactants: N([C@@H](CCCNC(=O)OCC1=CC=CC=C1)C(=O)O)C(=O)OC(C)(C)C (Boc-Orn(Z)-OH). Starting materials: CCC(C)C(NC(=O)c1csc(N2CC(OS(C)(=O)=O)C2)n1)C(O[SiH](C)C)C(C)(C)C, CC([O-])=S, CN(C)C=O, [K+]. Product: CCC(C)C(NC(=O)c1csc(N2CC(SC(C)=O)C2)n1)C(O[SiH](C)C)C(C)(C)C. RXN SMILES: [C:1]([CH3:2])([CH3:3])([CH3:4])[CH:5]([CH:6]([CH:7]([CH2:8][CH3:9])[CH3:10])[NH:11][C:12](=[O:13])[c:14]1[n:15][c:16]([N:19]2[CH2:20][CH:21]([O:23][S:24]([CH3:25])(=[O:26])=[O:27])[CH2:22]2)[s:17][cH:18]1)[O:28][SiH:29]([CH3:30])[CH3:31].[C:32]([CH3:33])(=[S:34])[O-:35].[CH3:37][N:38]([CH3:39])[CH:40]=[O:41].[K+:36]>>[C:1]([CH3:2])([CH3:3])([CH3:4])[CH:5]([CH:6]([CH:7]([CH2:8][CH3:9])[CH3:10])[NH:11][C:12](=[O:13])[c:14]1[n:15][c:16]([N:19]2[CH2:20][CH:21]([S:34][C:32]([CH3:33])=[O:35])[CH2:22]2)[s:17][cH:18]1)[O:28][SiH:29]([CH3:30])[CH3:31]. The product is CCc1ccc(Cl)cc1C(=O)OC. As a reaction SMILES: [CH3:14][CH2:15][O:16][C:17](=[O:18])[CH3:19].[Cl:1][c:2]1[cH:3][cH:4][c:5]([C:12]#[CH:13])[c:6]([C:7](=[O:8])[O:9][CH3:10])[cH:11]1>>[Cl:1][c:2]1[cH:3][cH:4][c:5]([CH2:12][CH3:13])[c:6]([C:7](=[O:8])[O:9][CH3:10])[cH:11]1. Reactants: CCOC(C)=O, C#Cc1ccc(Cl)cc1C(=O)OC.